This data is from the Open Reaction Database (ORD), a public repository of structured organic reaction records. The task is: describe an organic reaction: reactants, conditions, products, and yield Starting materials: CN1CCN(c2ccc(C(=O)O)c(N(C(=O)C(F)(F)F)C3CCOCC3)c2)CC1, CN(C)C=O, CCN(C(C)C)C(C)C, O=C(Cl)C(=O)Cl, ClCCl, O=C(O)C(F)(F)F, Nc1nn(C(c2ccccc2)(c2ccccc2)c2ccccc2)c2ccc(S(=O)(=O)c3cc(F)cc(F)c3)cc12. Yields the product CN1CCN(c2ccc(C(=O)Nc3nn(C(c4ccccc4)(c4ccccc4)c4ccccc4)c4ccc(S(=O)(=O)c5cc(F)cc(F)c5)cc34)c(N(C(=O)C(F)(F)F)C3CCOCC3)c2)CC1. Reaction SMILES: [CH3:8][N:9]1[CH2:10][CH2:11][N:12]([c:15]2[cH:16][c:17]([N:24]([C:25]([C:26]([F:27])([F:28])[F:29])=[O:30])[CH:31]3[CH2:32][CH2:33][O:34][CH2:35][CH2:36]3)[c:18]([C:19](=[O:20])[OH:21])[cH:22][cH:23]2)[CH2:13][CH2:14]1.[CH3:95][N:96]([CH3:97])[CH:98]=[O:99].[CH:43]([N:44]([CH2:45][CH3:46])[CH:47]([CH3:48])[CH3:49])([CH3:50])[CH3:51].[Cl:37][C:38]([C:39]([Cl:40])=[O:41])=[O:42].[Cl:92][CH2:93][Cl:94].[F:1][C:2]([F:3])([F:4])[C:5]([OH:6])=[O:7].[F:52][c:53]1[cH:54][c:55]([S:60](=[O:61])(=[O:62])[c:63]2[cH:64][c:65]3[c:66]([NH2:91])[n:67][n:68]([C:72]([c:73]4[cH:74][cH:75][cH:76][cH:77][cH:78]4)([c:79]4[cH:80][cH:81][cH:82][cH:83][cH:84]4)[c:85]4[cH:86][cH:87][cH:88][cH:89][cH:90]4)[c:69]3[cH:70][cH:71]2)[cH:56][c:57]([F:59])[cH:58]1>>[CH3:8][N:9]1[CH2:10][CH2:11][N:12]([c:15]2[cH:16][c:17]([N:24]([C:25]([C:26]([F:27])([F:28])[F:29])=[O:30])[CH:31]3[CH2:32][CH2:33][O:34][CH2:35][CH2:36]3)[c:18]([C:19](=[O:21])[NH:91][c:66]3[c:65]4[cH:64][c:63]([S:60]([c:55]5[cH:54][c:53]([F:52])[cH:58][c:57]([F:59])[cH:56]5)(=[O:61])=[O:62])[cH:71][cH:70][c:69]4[n:68]([C:72]([c:73]4[cH:74][cH:75][cH:76][cH:77][cH:78]4)([c:79]4[cH:80][cH:81][cH:82][cH:83][cH:84]4)[c:85]4[cH:86][cH:87][cH:88][cH:89][cH:90]4)[n:67]3)[cH:22][cH:23]2)[CH2:13][CH2:14]1. Product: c1ccc(C2=NOC(CCCCN3CCN(c4ccccc4)CC3)C2)cc1. Starting materials: ClCCl, c1ccc(N2CCNCC2)cc1, O=CCCCC1CC(c2ccccc2)=NO1. Reaction SMILES: [CH2:29]([Cl:30])[Cl:31].[c:17]1([N:23]2[CH2:24][CH2:25][NH:26][CH2:27][CH2:28]2)[cH:18][cH:19][cH:20][cH:21][cH:22]1.[c:1]1([C:7]2=[N:8][O:9][CH:10]([CH2:12][CH2:13][CH2:14][CH:15]=[O:16])[CH2:11]2)[cH:2][cH:3][cH:4][cH:5][cH:6]1>>[c:1]1([C:7]2=[N:8][O:9][CH:10]([CH2:12][CH2:13][CH2:14][CH2:15][N:26]3[CH2:25][CH2:24][N:23]([c:17]4[cH:18][cH:19][cH:20][cH:21][cH:22]4)[CH2:28][CH2:27]3)[CH2:11]2)[cH:2][cH:3][cH:4][cH:5][cH:6]1. Starting materials: [Li] (lithium), C(CC(=O)[O-])(=O)OCC (monoethyl malonate), BrC1=CC(=C(C(=O)Cl)C=C1)Cl (4-bromo-2-chlorobenzoyl chloride). The product is BrC1=CC(=C(C(=O)CC(=O)OCC)C=C1)Cl (ethyl 4-bromo-2-chlorobenzoylacetate). As a reaction SMILES: [Li].[C:2]([O:8][CH2:9][CH3:10])(=[O:7])[CH2:3][C:4]([O-:6])=O.[Br:11][C:12]1[CH:20]=[CH:19][C:15](C(Cl)=O)=[C:14]([Cl:21])[CH:13]=1>>[Br:11][C:12]1[CH:20]=[CH:19][C:15]([C:4]([CH2:3][C:2]([O:8][CH2:9][CH3:10])=[O:7])=[O:6])=[C:14]([Cl:21])[CH:13]=1 |^1:0|. Procedure: The starting material was prepared by conventional procedures starting from the lithium salt of monoethyl malonate and 4-bromo-2-chlorobenzoyl chloride which reacted to form ethyl 4-bromo-2-chlorobenzoylacetate. The latter was caused to react with dimethylformamide dimethylacetal to give ethyl 3-dimethylamino-2-(4-bromo2-chlorobenzoyl)propenoate, which by reaction with 4-fluoroaniline afforded said starting material. Starting materials: Cc1ccnc2c1CCCC2S(=O)c1ccccc1, Cc1ccccc1. The product is Cc1ccnc2c1CCC=C2. RXN SMILES: [CH3:1][c:2]1[cH:3][cH:4][n:5][c:6]2[c:11]1[CH2:10][CH2:9][CH2:8][CH:7]2[S:12]([c:13]1[cH:14][cH:15][cH:16][cH:17][cH:18]1)=[O:19].[CH3:20][c:21]1[cH:22][cH:23][cH:24][cH:25][cH:26]1>>[CH3:1][c:2]1[cH:3][cH:4][n:5][c:6]2[c:11]1[CH2:10][CH2:9][CH:8]=[CH:7]2. Reactants: BrC1=CC=C(C=C1)C1=CC2=C(S1)C=C(C=C2)OC (2-(4-bromo-phenyl)-6-methoxy-benzo[b]thiophene), B(Br)(Br)Br (BBr3). Reaction conditions: time 3 hour. Product: BrC1=CC=C(C=C1)C1=CC2=C(S1)C=C(C=C2)O (2-(4-Bromo-phenyl)-benzo[b]thiophen-6-ol). Isolated yield 87.8%. Reaction SMILES: [Br:1][C:2]1[CH:7]=[CH:6][C:5]([C:8]2[S:12][C:11]3[CH:13]=[C:14]([O:17]C)[CH:15]=[CH:16][C:10]=3[CH:9]=2)=[CH:4][CH:3]=1.B(Br)(Br)Br>>[Br:1][C:2]1[CH:7]=[CH:6][C:5]([C:8]2[S:12][C:11]3[CH:13]=[C:14]([OH:17])[CH:15]=[CH:16][C:10]=3[CH:9]=2)=[CH:4][CH:3]=1. Procedure details: To a stirred solution of 2-(4-bromo-phenyl)-6-methoxy-benzo[b]thiophene (80 mg, 0.25 mmol) was added BBr3 (0.5 mL of 1 M in DCM, 0.5 mmol) at 0° C. The mixture was stirred for 3 hours at ambient temperature. DCM was removed under vacuum, and the residue was dissolved in ethyl acetate (30 mL). The organic layer was washed with NaHCO3 solution, water and brine, dried over Na2SO4, filtered and concentrated in vacuo. The obtained residue was treated with hexane to give the product (67 mg, 88%). m/z ... Starting materials: O=C([O-])[O-], CS(C)=O, CNC(=O)c1ccc(N(C)C(=O)c2cc3c(s2)-c2cc(C#N)ccc2OCC3)c(Cl)c1, [K+], [K+], O, OO. The product is CNC(=O)c1ccc(N(C)C(=O)c2cc3c(s2)-c2cc(C(N)=O)ccc2OCC3)c(Cl)c1. As a reaction SMILES: [C:32]([O-:33])(=[O:34])[O-:35].[CH3:40][S:41]([CH3:42])=[O:43].[Cl:1][c:2]1[c:3]([N:12]([C:13](=[O:14])[c:15]2[cH:16][c:17]3[c:18]([s:30]2)-[c:19]2[c:20]([cH:24][cH:25][c:26]([C:28]#[N:29])[cH:27]2)[O:21][CH2:22][CH2:23]3)[CH3:31])[cH:4][cH:5][c:6]([C:8]([NH:9][CH3:10])=[O:11])[cH:7]1.[K+:36].[K+:37].[OH2:44].[OH:38][OH:39]>>[Cl:1][c:2]1[c:3]([N:12]([C:13](=[O:14])[c:15]2[cH:16][c:17]3[c:18]([s:30]2)-[c:19]2[c:20]([cH:24][cH:25][c:26]([C:28]([NH2:29])=[O:33])[cH:27]2)[O:21][CH2:22][CH2:23]3)[CH3:31])[cH:4][cH:5][c:6]([C:8]([NH:9][CH3:10])=[O:11])[cH:7]1.